Dataset: the Open Reaction Database (ORD), a public repository of structured organic reaction records. Task: describe an organic reaction: reactants, conditions, products, and yield As a reaction SMILES: [CH3:19][C:20](=[O:21])[OH:22].[CH3:30][OH:31].[NH2:1][c:2]1[n:3][nH:4][c:5]2[n:6][cH:7][n:8][c:9]([NH:11][c:12]3[cH:13][c:14]([Cl:18])[cH:15][cH:16][cH:17]3)[c:10]12.[nH:23]1[c:24]([CH:28]=[O:29])[n:25][cH:26][cH:27]1>>[N:1]([c:2]1[n:3][nH:4][c:5]2[n:6][cH:7][n:8][c:9]([NH:11][c:12]3[cH:13][c:14]([Cl:18])[cH:15][cH:16][cH:17]3)[c:10]12)=[CH:28][c:24]1[nH:23][cH:27][cH:26][n:25]1. Reactants: CC(=O)O, CO, Nc1n[nH]c2ncnc(Nc3cccc(Cl)c3)c12, O=Cc1ncc[nH]1. Product: Clc1cccc(Nc2ncnc3[nH]nc(N=Cc4ncc[nH]4)c23)c1. The reactants are O=C1CCC(=O)N1Br, Cc1cc(O[Si](C)(C)C(C)(C)C)ccc1F, O=C(OOC(=O)c1ccccc1)c1ccccc1, ClC(Cl)(Cl)Cl. The product is CC(C)(C)[Si](C)(C)Oc1ccc(F)c(CBr)c1. RXN SMILES: [Br:17][N:18]1[C:19](=[O:20])[CH2:21][CH2:22][C:23]1=[O:24].[C:1]([CH3:2])([CH3:3])([CH3:4])[Si:5]([CH3:6])([CH3:7])[O:8][c:9]1[cH:10][c:11]([CH3:16])[c:12]([F:15])[cH:13][cH:14]1.[C:25]([O:26][O:27][C:28](=[O:29])[c:30]1[cH:31][cH:32][cH:33][cH:34][cH:35]1)(=[O:36])[c:37]1[cH:38][cH:39][cH:40][cH:41][cH:42]1.[C:43]([Cl:44])([Cl:45])([Cl:46])[Cl:47]>>[C:1]([CH3:2])([CH3:3])([CH3:4])[Si:5]([CH3:6])([CH3:7])[O:8][c:9]1[cH:10][c:11]([CH2:16][Br:17])[c:12]([F:15])[cH:13][cH:14]1. Starting materials: C(C)OC(=O)C1COC2=C(N1)C=CC=C2 (3(R,S)-ethoxycarbonyl-3,4-dihydro-2H-1,4-benzoxazine), [Mg] (magnesium). Run in CO (methanol). The product is COC(=O)C1COC2=C(N1)C=CC=C2 (3(R,S)-Methoxycarbonyl-3,4-dihydro-2H-1,4-benzoxazine). RXN SMILES: [CH2:1]([O:3][C:4]([CH:6]1[NH:11][C:10]2[CH:12]=[CH:13][CH:14]=[CH:15][C:9]=2[O:8][CH2:7]1)=[O:5])C.[Mg]>CO>[CH3:1][O:3][C:4]([CH:6]1[NH:11][C:10]2[CH:12]=[CH:13][CH:14]=[CH:15][C:9]=2[O:8][CH2:7]1)=[O:5]. Procedure: 4.0 g of 3(R,S)-ethoxycarbonyl-3,4-dihydro-2H-1,4-benzoxazine (Example 20)) are stirred together with 0.8 g of magnesium powder in 100 ml of methanol at room temperature for 2 h. When the exothermic reaction has ended, the mixture is concentrated, the residue is taken up in methylene chloride and the organic phase is washed with 0.1N hydrochloric acid. After customary working up, the crude product is purified over 250 g of silica gel (mobile phase B): Rf (B)=0.26. Starting materials: C1(=CC=CC=C1)S(=O)(=O)N1C2=C(OCC1)N=CC(=C2)C(=O)Cl (1-(phenylsulfonyl)-2,3-dihydro-1H-pyrido[2,3-b][1,4]oxazine-7-carbonyl chloride), N1CCCCC1 (piperidine). The solvent is C(Cl)Cl (DCM), C(=O)(O)[O-].[Na+] (NaHCO3). Conditions: time 16 hour. The product is C1(=CC=CC=C1)S(=O)(=O)N1C2=C(OCC1)N=CC(=C2)C(=O)N2CCCCC2 ((1-(phenylsulfonyl)-2,3-dihydro-1H-pyrido[2,3-b][1,4]oxazin-7-yl)(piperidin-1-yl)methanone). Isolated yield 68.6%. Reaction SMILES: [C:1]1([S:7]([N:10]2[CH2:15][CH2:14][O:13][C:12]3[N:16]=[CH:17][C:18]([C:20](Cl)=[O:21])=[CH:19][C:11]2=3)(=[O:9])=[O:8])[CH:6]=[CH:5][CH:4]=[CH:3][CH:2]=1.[NH:23]1[CH2:28][CH2:27][CH2:26][CH2:25][CH2:24]1>C(Cl)Cl.C([O-])(O)=O.[Na+]>[C:1]1([S:7]([N:10]2[CH2:15][CH2:14][O:13][C:12]3[N:16]=[CH:17][C:18]([C:20]([N:23]4[CH2:28][CH2:27][CH2:26][CH2:25][CH2:24]4)=[O:21])=[CH:19][C:11]2=3)(=[O:9])=[O:8])[CH:6]=[CH:5][CH:4]=[CH:3][CH:2]=1 |f:3.4|. Procedure: To a biphasic mixture of 1-(phenylsulfonyl)-2,3-dihydro-1H-pyrido[2,3-b][1,4]oxazine-7-carbonyl chloride (40 mg, 0.118 mmol) in DCM (1.5 mL) and saturated aqueous NaHCO3 (1.5 mL) was added piperidine (25 μL, 0.253 mmol). The reaction was stirred at room temperature for 16 hours. TLC analysis of the reaction mixture indicated consumption of starting material. The biphasic mixture was extracted with DCM (1.5 mL) (3×2 mL). The combined organics were dried over anhydrous Na2SO4 and concentrated in v...